From a dataset of the Open Reaction Database (ORD), a public repository of structured organic reaction records. describe an organic reaction: reactants, conditions, products, and yield Starting materials: Brc1ccc2cn(Cc3ccccc3)nc2c1, Fc1cc2cn[nH]c2cc1Cl. Yields the product Fc1cc2cn(Cc3ccccc3)nc2cc1Cl. As a reaction SMILES: [CH2:1]([c:2]1[cH:3][cH:4][cH:5][cH:6][cH:7]1)[n:8]1[cH:9][c:10]2[c:11]([cH:12][c:13]([Br:14])[cH:15][cH:16]2)[n:17]1.[Cl:18][c:19]1[c:20]([F:28])[cH:21][c:22]2[cH:23][n:24][nH:25][c:26]2[cH:27]1>>[CH2:1]([c:2]1[cH:3][cH:4][cH:5][cH:6][cH:7]1)[n:24]1[cH:23][c:22]2[cH:21][c:20]([F:28])[c:19]([Cl:18])[cH:27][c:26]2[n:25]1. Reactants: N1=CC(=CC=C1)CNC(C1=CC(=CC=C1)Br)=O (N-(3-pyridylmethyl)-3-bromobenzamide), C1(=CC=CC=C1)B(O)O (phenylboronic acid). Product: N1=CC(=CC=C1)CNC(C1=CC(=CC=C1)C1=CC=CC=C1)=O (N-(3-pyridylmethyl)-3-phenylbenzamide). As a reaction SMILES: [N:1]1[CH:6]=[CH:5][CH:4]=[C:3]([CH2:7][NH:8][C:9](=[O:17])[C:10]2[CH:15]=[CH:14][CH:13]=[C:12](Br)[CH:11]=2)[CH:2]=1.[C:18]1(B(O)O)[CH:23]=[CH:22][CH:21]=[CH:20][CH:19]=1>>[N:1]1[CH:6]=[CH:5][CH:4]=[C:3]([CH2:7][NH:8][C:9](=[O:17])[C:10]2[CH:15]=[CH:14][CH:13]=[C:12]([C:18]3[CH:23]=[CH:22][CH:21]=[CH:20][CH:19]=3)[CH:11]=2)[CH:2]=1. Procedure details: Using Preparation Method 2, N-(3-pyridylmethyl)-3-bromobenzamide was reacted with phenylboronic acid. The resulting reaction mixture was purified using SiO2 with CH2Cl2/MeOH 98:2 to 90:10. A colourless oil was obtained (87%). NMR 1H (ppm, CDCl3): 8.87 (s, 1H), 8.73 (d, J4=4.5 Hz, 1H), 8.28 (t, J4=2.0 Hz, 1H), 8.03-7.94 (m, 3H), 7.89 (d, J3=6.9 Hz, 2H), 7.75-7.50 (m, 5H), 6.17 (br. t., 1H), 4.91 (d, J3=5.9 Hz, 2H). Reactants: C(CCC)[Li] (butyl lithium), C1(=CC=CC=C1)C=CC=O (3-phenyl-propenal), Cl (hydrochloric acid), COC(CC(CC)=O)=O (3-Oxo-pentanoic acid methyl ester), [H-].[Na+] (sodium hydride). Product: COC(C=C(C(C(C=CC1=CC=CC=C1)O)C)O)=O (7-phenyl-3,5-dihydroxy-4-methyl-hepta-2,6-dienoic Acid Methyl Ester). RXN SMILES: [CH3:1][O:2][C:3](=[O:9])[CH2:4][C:5](=[O:8])[CH2:6][CH3:7].[H-].[Na+].C([Li])CCC.[C:17]1([CH:23]=[CH:24][CH:25]=[O:26])[CH:22]=[CH:21][CH:20]=[CH:19][CH:18]=1.Cl>O1CCCC1.CCCCCC.C(OCC)C.O>[CH3:1][O:2][C:3](=[O:9])[CH:4]=[C:5]([OH:8])[CH:6]([CH3:7])[CH:25]([OH:26])[CH:24]=[CH:23][C:17]1[CH:22]=[CH:21][CH:20]=[CH:19][CH:18]=1 |f:1.2|. Yield: 114.5%. The solvent is CCCCCC (n-hexane), C(C)OCC (diethylether), O (water), O1CCCC1 (tetrahydrofurane). Procedure details: 13.0 g 3-Oxo-pentanoic acid methyl ester were added to a suspension of 4.4 g of sodium hydride in 250 ml tetrahydrofurane at 0° C. within over a period of about ten minutes and the reaction mixture is stirred for an additional ten minutes. Subsequently, 42.4 ml of butyl lithium in n-hexane (2.5 molar) were added at 0° C. over a period of fifteen minutes and the reaction mixture was stirred for ten minutes. 14.5 g of 3-phenyl-propenal is then added. After stirring, the reaction mixture for ten mi... Starting materials: C(NN)(=O)OC (methyl carbazate), N1=CC=C(C=C1)C=O (4-pyridinecarboxaldehyde). Run in CO (methanol). Yields the product O.N1=CC=C(C=C1)C=NNC(=O)OC (methyl (4-pyridinylmethylene)carbazate hydrate). The yield is 198.5%. RXN SMILES: [C:1]([O:5][CH3:6])(=[O:4])[NH:2][NH2:3].[N:7]1[CH:12]=[CH:11][C:10]([CH:13]=O)=[CH:9][CH:8]=1>CO>[OH2:4].[N:7]1[CH:12]=[CH:11][C:10]([CH:13]=[N:3][NH:2][C:1]([O:5][CH3:6])=[O:4])=[CH:9][CH:8]=1 |f:3.4|. Procedure details: A solution of 2.70 gm (0.03 mole) of methyl carbazate, 3.21 gm (0.03 mole) of 4-pyridinecarboxaldehyde and 50 ml of anhydrous methanol is refluxed 8 hr. The hot solution is filtered. The filtrate is diluted with water to the cloud point and cooled to room temperature. The mixture is chilled in the refrigerator. The crystals are collected, washed with water and dried to yield 5.87 gm (99%) of the title compound having a melting point of 159.6° C. (decomp.).